Dataset: the Open Reaction Database (ORD), a public repository of structured organic reaction records. Task: describe an organic reaction: reactants, conditions, products, and yield Reactants: CN(C)C1=NC=CC=C1 (dimethylaminopyridine), ClC1=CN=NC(=C1)C(=O)O (4-chloropyridazine-6-carboxylic acid), Cl.CN(CCCN=C=NCC)C (3-dimethylaminopropyl-3-ethylcarbodiimide hydrochloride). The solvent is C(C)O (ethanol). Reaction conditions: time 4 hour. Yields the product ClC=1N=NC(=CC1)C(=O)OCC (Ethyl 3-chloropyridazine-6-carboxylate). The yield is 52.0%. As a reaction SMILES: Cl[C:2]1[CH:7]=[C:6]([C:8]([OH:10])=[O:9])[N:5]=[N:4][CH:3]=1.CN([C:14]1[CH:19]=CC=CN=1)C.[ClH:20].CN(C)CCCN=C=NCC>C(O)C>[Cl:20][C:3]1[N:4]=[N:5][C:6]([C:8]([O:10][CH2:19][CH3:14])=[O:9])=[CH:7][CH:2]=1 |f:2.3|. Procedure details: The compound resulting from Example 170B was chlorinated by the procedure described by Overend and Wiggins, J. Chem. Soc. 239 (1947) to give 4-chloro-6-methylpyridazine. 1H NMR (CDCl3, 300 MHz) δ 2.70 (s, 3H), 7.35 (d, 1H), 7.45 (d, 1H). MS (DCl/NH3) m/e 129/131 (M+H)+, 146/148 (M+H+NH3)+. The chloro-compound was oxidized by the procedure of Horner et al., J.Chem. Soc. 2195 (1948) to give 4-chloropyridazine-6-carboxylic acid. 1H NMR (CD3OD, 300 MHz) δ 7.95 (d, 1H), 8.30 (d, 1H). MS (FAB) m/e 159... Reactants: CCOC(=O)C1COc2c(OC)ccc([N+](=O)[O-])c2C1, CCO, [Na+], [OH-]. Yields the product COc1ccc([N+](=O)[O-])c2c1OCC(C(=O)O)C2. RXN SMILES: [CH2:1]([CH3:2])[O:3][C:4](=[O:5])[CH:6]1[CH2:7][O:8][c:9]2[c:10]([c:12]([N+:18](=[O:19])[O-:20])[cH:13][cH:14][c:15]2[O:16][CH3:17])[CH2:11]1.[CH3:21][CH2:22][OH:23].[Na+:25].[OH-:24]>>[O:3]=[C:4]([OH:5])[CH:6]1[CH2:7][O:8][c:9]2[c:10]([c:12]([N+:18](=[O:19])[O-:20])[cH:13][cH:14][c:15]2[O:16][CH3:17])[CH2:11]1. Reactants: C(Br)(Br)(Br)Br (carbon tetrabromide), C(C)(C)N(C(C)C)CC (N,N-diisopropylethylamine), Example 16 ( 16b ), Cl.N1CC(C1)C(=O)OC (methyl 3-azetidinecarboxylate hydrochloride), Example 1 ( 1f ), ClC=1C=C(C=CC1OC1=CC(=CC=C1)F)C1=NC(=NO1)C1=C(C=C(S1)CO)CC ((5-{5-[3-chloro-4-(3-fluorophenoxy)phenyl]-1,2,4-oxadiazol-3-yl}-4-ethyl-2-thienyl)methanol), C1(=CC=CC=C1)P(C1=CC=CC=C1)C1=CC=CC=C1 (triphenylphosphine). Product: crude product, ClC=1C=C(C=CC1OC1=CC(=CC=C1)F)C1=NC(=NO1)C1=C(C=C(S1)CN1CC(C1)C(=O)OC)CC (Methyl 1-[(5-{5-[3-chloro-4-(3-fluorophenoxy)phenyl]-1,2,4-oxadiazol-3-yl}-4-ethyl-2-thienyl)methyl]azetidine-3-carboxylate). RXN SMILES: [Cl:1][C:2]1[CH:3]=[C:4]([C:16]2[O:20][N:19]=[C:18]([C:21]3[S:25][C:24]([CH2:26]O)=[CH:23][C:22]=3[CH2:28][CH3:29])[N:17]=2)[CH:5]=[CH:6][C:7]=1[O:8][C:9]1[CH:14]=[CH:13][CH:12]=[C:11]([F:15])[CH:10]=1.C(Br)(Br)(Br)Br.C1(P(C2C=CC=CC=2)C2C=CC=CC=2)C=CC=CC=1.Cl.[NH:55]1[CH2:58][CH:57]([C:59]([O:61][CH3:62])=[O:60])[CH2:56]1.C(N(CC)C(C)C)(C)C>>[Cl:1][C:2]1[CH:3]=[C:4]([C:16]2[O:20][N:19]=[C:18]([C:21]3[S:25][C:24]([CH2:26][N:55]4[CH2:58][CH:57]([C:59]([O:61][CH3:62])=[O:60])[CH2:56]4)=[CH:23][C:22]=3[CH2:28][CH3:29])[N:17]=2)[CH:5]=[CH:6][C:7]=1[O:8][C:9]1[CH:14]=[CH:13][CH:12]=[C:11]([F:15])[CH:10]=1 |f:3.4|. Procedure details: The crude product of the title compound was synthesized by conducting the reaction similar to that mentioned in Example 1 (1f) using (5-{5-[3-chloro-4-(3-fluorophenoxy)phenyl]-1,2,4-oxadiazol-3-yl}-4-ethyl-2-thienyl)methanol (0.15 g, 0.34 mmol) that was obtained in Example 16 (16b), carbon tetrabromide (0.16 g, 0.51 mmol), triphenylphosphine (0.13 g, 0.51 mmol), methyl 3-azetidinecarboxylate hydrochloride (0.073 g, 0.51 mmol), and N,N-diisopropylethylamine (0.14 mL, 0.84 mmol). Subsequently, the... Reactants: C1(=CC=C(C=C1)S(=O)(=O)OCCC1(CCN(CC1)C1=NC=NC2=CC(=C(C=C12)OC)OC)O)C (1-[4-toluenesulphonyloxy]-2-[1-(6,7-dimethoxyquinazolin-4-yl)-4-hydroxy-piperid-4-yl]ethane), [I-].[Na+] (sodium iodide). Solvent: CC(CC)=O (butan-2-one). Product: COC=1C=C2C(=NC=NC2=CC1OC)N1CCC(CC1)(CCI)O (6,7-dimethoxy-4-[4-hydroxy-4-(2-iodoethyl)piperid-1-yl]quinazoline). Reaction SMILES: C1(C)C=CC(S(O[CH2:11][CH2:12][C:13]2([OH:33])[CH2:18][CH2:17][N:16]([C:19]3[C:28]4[C:23](=[CH:24][C:25]([O:31][CH3:32])=[C:26]([O:29][CH3:30])[CH:27]=4)[N:22]=[CH:21][N:20]=3)[CH2:15][CH2:14]2)(=O)=O)=CC=1.[I-:35].[Na+]>CC(=O)CC>[CH3:30][O:29][C:26]1[CH:27]=[C:28]2[C:23](=[CH:24][C:25]=1[O:31][CH3:32])[N:22]=[CH:21][N:20]=[C:19]2[N:16]1[CH2:17][CH2:18][C:13]([OH:33])([CH2:12][CH2:11][I:35])[CH2:14][CH2:15]1 |f:1.2|. Procedure: A mixture of 1-[4-toluenesulphonyloxy]-2-[1-(6,7-dimethoxyquinazolin-4-yl)-4-hydroxy-piperid-4-yl]ethane (0.6 g) and sodium iodide (1.84 g) in butan-2-one (10 cm3) was heated under reflux for 2.5 hours. Volatile material was removed in vacuo and the residue partitioned between chloroform (20 cm3) and water (20 cm3). The dried (MgSO4) organic phase was evaporated and the residue was crystallized from ethyl acetate to afford 6,7-dimethoxy-4-[4-hydroxy-4-(2-iodoethyl)piperid-1-yl]quinazoline, m.p. ...